This data is from the Open Reaction Database (ORD), a public repository of structured organic reaction records. The task is: describe an organic reaction: reactants, conditions, products, and yield Reactants: CS(=O)(=O)C=1C=CC(=C(C(=O)OC)C1)N1CCOCC1 (methyl 5-methanesulfonyl-2-(morpholin-4-yl)benzoate), [H-].[Al+3].[Li+].[H-].[H-].[H-] (lithium aluminum hydride), Cl (hydrochloric acid). Solvent: O1CCCC1 (tetrahydrofuran). The product is CS(=O)(=O)C=1C=CC(=C(CO)C1)N1CCOCC1 (5-methanesulfonyl-2-(morpholin-4-yl)benzyl alcohol). Isolated yield 34.0%. Reaction SMILES: [CH3:1][S:2]([C:5]1[CH:6]=[CH:7][C:8]([N:15]2[CH2:20][CH2:19][O:18][CH2:17][CH2:16]2)=[C:9]([CH:14]=1)[C:10](OC)=[O:11])(=[O:4])=[O:3].[H-].[Al+3].[Li+].[H-].[H-].[H-].Cl>O1CCCC1>[CH3:1][S:2]([C:5]1[CH:6]=[CH:7][C:8]([N:15]2[CH2:20][CH2:19][O:18][CH2:17][CH2:16]2)=[C:9]([CH:14]=1)[CH2:10][OH:11])(=[O:3])=[O:4] |f:1.2.3.4.5.6|. Procedure details: To a solution of methyl 5-methanesulfonyl-2-(morpholin-4-yl)benzoate obtained in Step 3 in tetrahydrofuran (300 ml) was added lithium aluminum hydride (3.6 g, 94 mmol) by small portions under ice-cooling. After stirring under ice-cooling for 1 hr, 1N hydrochloric acid (200 ml) was slowly added and the mixture was stirred at room temperature for 1 hr. After extraction with ethyl acetate (500 ml), the organic layer was washed with saturated brine (200 ml×3), and dried over magnesium sulfate. After... Reactants: B1(OO1)[O-].O.O.O.O.[Na+] (Sodium perborate tetrahydrate), C(C1=CC=CC=C1)C=1OC2=C(C1C1=CC=C(C3=CC=C(C=C3)CSC[C@@H](C(=O)O)NC(=O)OC(C)(C)C)C=C1)C=CC=C2 ((2R)-3-[4′-(2-benzylbenzofuran-3-yl)biphen-4-ylmethylsulfanyl]-2-tert-butoxycarbonylamino-propionic acid). Solvent: C(C)(=O)O (acetic acid), C(C)(=O)OCC (ethyl acetate). Reaction conditions: temperature 40 celsius, time 2 hour. Yields the product C(C1=CC=CC=C1)C=1OC2=C(C1C1=CC=C(C3=CC=C(C=C3)CS(=O)(=O)C[C@@H](C(=O)O)NC(=O)OC(C)(C)C)C=C1)C=CC=C2 ((2R)-3-[4′-(2-benzylbenzofuran-3-yl)biphen-4-ylmethylsulfonyl]-2-tert-butoxycarbonylaminopropionic acid). Isolated yield 92.0%. Reaction SMILES: B1([O-])OO1.[OH2:5].[OH2:6].O.O.[Na+].[CH2:10]([C:17]1[O:18][C:19]2[CH:52]=[CH:51][CH:50]=[CH:49][C:20]=2[C:21]=1[C:22]1[CH:48]=[CH:47][C:25]([C:26]2[CH:31]=[CH:30][C:29]([CH2:32][S:33][CH2:34][C@H:35]([NH:39][C:40]([O:42][C:43]([CH3:46])([CH3:45])[CH3:44])=[O:41])[C:36]([OH:38])=[O:37])=[CH:28][CH:27]=2)=[CH:24][CH:23]=1)[C:11]1[CH:16]=[CH:15][CH:14]=[CH:13][CH:12]=1>C(O)(=O)C.C(OCC)(=O)C>[CH2:10]([C:17]1[O:18][C:19]2[CH:52]=[CH:51][CH:50]=[CH:49][C:20]=2[C:21]=1[C:22]1[CH:23]=[CH:24][C:25]([C:26]2[CH:31]=[CH:30][C:29]([CH2:32][S:33]([CH2:34][C@H:35]([NH:39][C:40]([O:42][C:43]([CH3:46])([CH3:44])[CH3:45])=[O:41])[C:36]([OH:38])=[O:37])(=[O:6])=[O:5])=[CH:28][CH:27]=2)=[CH:47][CH:48]=1)[C:11]1[CH:12]=[CH:13][CH:14]=[CH:15][CH:16]=1 |f:0.1.2.3.4.5|. Procedure: Sodium perborate tetrahydrate (320 mg, 2.1 mmol) was added as a solid to a stirred solution of (2R)-3-[4′-(2-benzylbenzofuran-3-yl)biphen-4-ylmethylsulfanyl]-2-tert-butoxycarbonylamino-propionic acid (440 mg, 0.74 mmol) in acetic acid (10 mL) at 40° C. This solution was stirred at 40° C. for 2 hours (HPLC control) and then diluted with ethyl acetate (50 mL), washed with water, brine (2×), dried over anhydrous MgSO4, filtered and concentrated in vacuo. Purification of the product by flash column ...